The task is: describe an organic reaction: reactants, conditions, products, and yield. This data is from the Open Reaction Database (ORD), a public repository of structured organic reaction records. The reactants are N1=C(C=CC=C1)C1=NOC(=N1)C1=C(C=CC(=C1)Br)OC (3-(2-pyridyl)-5-(5-bromo-2-methoxyphenyl)-1,2,4-oxadiazole), pyridine 2-tributyltin. Reagents/catalysts: C=1C=CC(=CC1)[P](C=2C=CC=CC2)(C=3C=CC=CC3)[Pd]([P](C=4C=CC=CC4)(C=5C=CC=CC5)C=6C=CC=CC6)([P](C=7C=CC=CC7)(C=8C=CC=CC8)C=9C=CC=CC9)[P](C=1C=CC=CC1)(C=1C=CC=CC1)C=1C=CC=CC1 (Pd(PPh3)4). Run in O1CCCC1 (tetrahydrofuran). Conditions: temperature 100 celsius. Product: N1=C(C=CC=C1)C1=NOC(=N1)C1=C(C=CC(=C1)C1=NC=CC=C1)OC (3-(2-pyridyl)-5-[2-methoxy-5-(2-pyridyl)phenyl]-1,2,4-oxadiazole). Yield: 25.4%. Reaction SMILES: [N:1]1[CH:6]=[CH:5][CH:4]=[CH:3][C:2]=1[C:7]1[N:11]=[C:10]([C:12]2[CH:17]=[C:16](Br)[CH:15]=[CH:14][C:13]=2[O:19][CH3:20])[O:9][N:8]=1>O1CCCC1.C1C=CC([P]([Pd]([P](C2C=CC=CC=2)(C2C=CC=CC=2)C2C=CC=CC=2)([P](C2C=CC=CC=2)(C2C=CC=CC=2)C2C=CC=CC=2)[P](C2C=CC=CC=2)(C2C=CC=CC=2)C2C=CC=CC=2)(C2C=CC=CC=2)C2C=CC=CC=2)=CC=1>[N:1]1[CH:6]=[CH:5][CH:4]=[CH:3][C:2]=1[C:7]1[N:11]=[C:10]([C:12]2[CH:17]=[C:16]([C:2]3[CH:3]=[CH:4][CH:5]=[CH:6][N:1]=3)[CH:15]=[CH:14][C:13]=2[O:19][CH3:20])[O:9][N:8]=1 |^1:29,31,50,69|. Procedure: In a similar fashion, a mixture of 3-(2-pyridyl)-5-(5-bromo-2-methoxyphenyl)-1,2,4-oxadiazole (110 mg, 0.331 mmol), pyridine-2-tributyltin (138.8 mg,0.663 mmole) and Pd(PPh3)4 (38.5 mg, 0.0333 mmole) in tetrahydrofuran (1 mL) was heated in a sealed vial overnight at 100° C. Standard work up afforded 13.9 mg (13%) 3-(2-pyridyl)-5-[2-methoxy-5-(2-pyridyl)phenyl]-1,2,4-oxadiazole. Reactants: ClC=1C=C(C=CC1)C1=CC(=C2C(=N1)CCC2)NC=2C=C(C=CC2)CC(=O)OC (methyl 2-(3-((2-(3-chlorophenyl)-6,7-dihydro-5H-cyclopenta[b]pyridin-4-yl)amino)phenyl)acetate), N (ammonia), hydrochloride salt. Run in CO (methanol). Product: Cl.ClC=1C=C(C=CC1)C1=CC(=C2C(=N1)CCC2)NC=2C=C(C=CC2)CC(=O)N (2-(3-((2-(3-Chlorophenyl)-6,7-dihydro-5H-cyclopenta[b]pyridin-4-yl)amino)phenyl)acetamide hydrochloride). The yield is 86.0%. RXN SMILES: [Cl:1][C:2]1[CH:3]=[C:4]([C:8]2[N:13]=[C:12]3[CH2:14][CH2:15][CH2:16][C:11]3=[C:10]([NH:17][C:18]3[CH:19]=[C:20]([CH2:24][C:25](OC)=[O:26])[CH:21]=[CH:22][CH:23]=3)[CH:9]=2)[CH:5]=[CH:6][CH:7]=1.[NH3:29]>CO>[ClH:1].[Cl:1][C:2]1[CH:3]=[C:4]([C:8]2[N:13]=[C:12]3[CH2:14][CH2:15][CH2:16][C:11]3=[C:10]([NH:17][C:18]3[CH:19]=[C:20]([CH2:24][C:25]([NH2:29])=[O:26])[CH:21]=[CH:22][CH:23]=3)[CH:9]=2)[CH:5]=[CH:6][CH:7]=1 |f:3.4|. Procedure details: Following general procedure C, methyl 2-(3-((2-(3-chlorophenyl)-6,7-dihydro-5H-cyclopenta[b]pyridin-4-yl)amino)phenyl)acetate (0.090 g, 0.23 mmol) was reacted with ammonia in methanol (7.0 M, 3 mL), followed by formation of the hydrochloride salt to afford the title compound (0.082 g, 86%) as a light yellow solid. MW=414.33. 1H NMR (DMSO-d6, 500 MHz) δ 14.13 (s, 1H), 9.87 (s, 1H), 7.94 (t, J=1.8 Hz, 1H), 7.79-7.74 (m, 1H), 7.68-7.64 (m, 1H), 7.63-7.54 (m, 2H), 7.42 (t, J=7.8 Hz, 1H), 7.36-7.35 (...